This data is from the Open Reaction Database (ORD), a public repository of structured organic reaction records. The task is: describe an organic reaction: reactants, conditions, products, and yield The reactants are CSCC=1C=C2C=CC=NC2=C(C1)Br (6-(methylthiomethyl)-8-bromoquinoline), C1(=CC=CC=C1)B(O)O (benzene boronic acid). Yields the product CSCC=1C=C2C=CC=NC2=C(C1)C1=CC=CC=C1 (6-(methylthiomethyl)-8-phenylquinoline). RXN SMILES: [CH3:1][S:2][CH2:3][C:4]1[CH:5]=[C:6]2[C:11](=[C:12](Br)[CH:13]=1)[N:10]=[CH:9][CH:8]=[CH:7]2.[C:15]1(B(O)O)[CH:20]=[CH:19][CH:18]=[CH:17][CH:16]=1>>[CH3:1][S:2][CH2:3][C:4]1[CH:5]=[C:6]2[C:11](=[C:12]([C:15]3[CH:20]=[CH:19][CH:18]=[CH:17][CH:16]=3)[CH:13]=1)[N:10]=[CH:9][CH:8]=[CH:7]2. Procedure: 6-(methylthiomethyl)-8-bromoquinoline and benzene boronic acid can be combined to form 6-(methylthiomethyl)-8-phenylquinoline, and Conditions: time 30 minute. Procedure details: A solution of methyllithium in ether (1 M, 4.8 ml) was added to a solution of 3,5-dibromopyridin-4-ol (1200 mg) in THF (10 ml) at −78° C., and the mixture was stirred for 30 minutes. A solution of n-butyllithium in hexane (1.65 M, 6.0 ml) was added at −78° C., and the mixture was stirred for one hour. Dry ice was added at −78° C. and the mixture was stirred at 0° C. for 20 minutes, followed by addition of a 4 N aqueous hydrochloric acid solution. The precipitated solid was collected by filtratio... The reactants are C(=O)=O (Dry ice), C(CCC)[Li] (n-butyllithium), Cl (hydrochloric acid), C[Li] (methyllithium), BrC=1C=NC=C(C1O)Br (3,5-dibromopyridin-4-ol), BrC=1C=NC=C(C1O)Br (3,5-dibromopyridin-4-ol). The product is BrC=1C(=C(C=NC1)C(=O)O)O (5-Bromo-4-hydroxypyridine-3-carboxylic acid). The solvent is CCCCCC (hexane), CCOCC (ether), C1CCOC1 (THF). RXN SMILES: C[Li].Br[C:4]1[CH:5]=[N:6][CH:7]=[C:8]([Br:11])[C:9]=1[OH:10].C([Li])CCC.[C:17](=[O:19])=[O:18].Cl>CCOCC.C1COCC1.CCCCCC>[Br:11][C:8]1[C:9]([OH:10])=[C:4]([C:17]([OH:19])=[O:18])[CH:5]=[N:6][CH:7]=1. Reported procedure: A mixture of 3-[1-(2,6-dichloro-3-fluorophenyl)ethyl]-5-(4,4,5,5-tetramethyl-[1,3,2]dioxaborolan-2-yl)-1H-pyrrolo[2,3-b]pyridine (100.0 mg, 0.230 mmol), 3-(4-iodopyrazol-1-yl)-azetidine-1-carboxylic acid tert-butyl ester (88.3 mg, 0.253 mmol), Pd(PPh3)4 (10 mg, 0.01 mmol), potassium carbonate (95.3 mg, 0.689 mmol) and 4:1 dioxane/H2O (8 mL) was heated to 90° C. for 2 h. The organic solvent was removed in vacuo, and the material was transferred to a separatory funnel, extracting with DCM and wate... Reaction SMILES: [Cl:1][C:2]1[C:7]([F:8])=[CH:6][CH:5]=[C:4]([Cl:9])[C:3]=1[CH:10]([C:12]1[C:20]2[C:15](=[N:16][CH:17]=[C:18](B3OC(C)(C)C(C)(C)O3)[CH:19]=2)[NH:14][CH:13]=1)[CH3:11].C(OC([N:37]1[CH2:40][CH:39]([N:41]2[CH:45]=[C:44](I)[CH:43]=[N:42]2)[CH2:38]1)=O)(C)(C)C.C(=O)([O-])[O-].[K+].[K+]>C1C=CC([P]([Pd]([P](C2C=CC=CC=2)(C2C=CC=CC=2)C2C=CC=CC=2)([P](C2C=CC=CC=2)(C2C=CC=CC=2)C2C=CC=CC=2)[P](C2C=CC=CC=2)(C2C=CC=CC=2)C2C=CC=CC=2)(C2C=CC=CC=2)C2C=CC=CC=2)=CC=1.O1CCOCC1.O>[NH:37]1[CH2:40][CH:39]([N:41]2[CH:45]=[C:44]([C:18]3[CH:19]=[C:20]4[C:12]([CH:10]([C:3]5[C:4]([Cl:9])=[CH:5][CH:6]=[C:7]([F:8])[C:2]=5[Cl:1])[CH3:11])=[CH:13][NH:14][C:15]4=[N:16][CH:17]=3)[CH:43]=[N:42]2)[CH2:38]1 |f:2.3.4,6.7,^1:56,58,77,96|. Reaction conditions: temperature 90 celsius. Product: N1CC(C1)N1N=CC(=C1)C=1C=C2C(=NC1)NC=C2C(C)C2=C(C(=CC=C2Cl)F)Cl (5-(1-Azetidin-3-yl-1H-pyrazol-4-yl)-3-[1-(2,6-dichloro-3-fluoro-phenyl)ethyl]-1H-pyrrolo[2,3-b]pyridine). The solvent is O1CCOCC1.O (dioxane H2O). Reagents/catalysts: C=1C=CC(=CC1)[P](C=2C=CC=CC2)(C=3C=CC=CC3)[Pd]([P](C=4C=CC=CC4)(C=5C=CC=CC5)C=6C=CC=CC6)([P](C=7C=CC=CC7)(C=8C=CC=CC8)C=9C=CC=CC9)[P](C=1C=CC=CC1)(C=1C=CC=CC1)C=1C=CC=CC1 (Pd(PPh3)4). Starting materials: ClC1=C(C(=CC=C1F)Cl)C(C)C1=CNC2=NC=C(C=C21)B2OC(C(O2)(C)C)(C)C (3-[1-(2,6-dichloro-3-fluorophenyl)ethyl]-5-(4,4,5,5-tetramethyl-[1,3,2]dioxaborolan-2-yl)-1H-pyrrolo[2,3-b]pyridine), C(C)(C)(C)OC(=O)N1CC(C1)N1N=CC(=C1)I (3-(4-iodopyrazol-1-yl)-azetidine-1-carboxylic acid tert-butyl ester), C([O-])([O-])=O.[K+].[K+] (potassium carbonate). Reactants: Cl (hydrochloric acid), FC1=CC=2C(C3=CC4=CC=CC=C4C=C3C(C2C=C1F)=O)=O (2,3-difluoronaphthacene-5,12-dione), C([O-])([O-])=O.[K+].[K+] (potassium carbonate), C[S-].[Na+] (sodium methanethiolate). The solvent is O1CCCC1 (tetrahydrofuran). Yields the product FC=1C(=CC=2C(C3=CC4=CC=CC=C4C=C3C(C2C1)=O)=O)SC (3-Fluoro-2-methylthionaphthacene-5,12-dione). RXN SMILES: [F:1][C:2]1[C:19](F)=[CH:18][C:17]2[C:16](=[O:21])[C:15]3[C:6](=[CH:7][C:8]4[C:13]([CH:14]=3)=[CH:12][CH:11]=[CH:10][CH:9]=4)[C:5](=[O:22])[C:4]=2[CH:3]=1.C(=O)([O-])[O-].[K+].[K+].[CH3:29][S-:30].[Na+].Cl>O1CCCC1>[F:1][C:2]1[C:19]([S:30][CH3:29])=[CH:18][C:17]2[C:16](=[O:21])[C:15]3[C:6]([C:5](=[O:22])[C:4]=2[CH:3]=1)=[CH:7][C:8]1[C:13](=[CH:12][CH:11]=[CH:10][CH:9]=1)[CH:14]=3 |f:1.2.3,4.5|. Reported procedure: 1 g (3.4 mmol) of 2,3-difluoronaphthacene-5,12-dione, 0.94 g (6.8 mmol) of potassium carbonate, 0.47 g (6.8 mmol) of sodium methanethiolate and 20 ml of tetrahydrofuran are stirred at 25° C. for 2.5 hours. The mixture is poured into dilute hydrochloric acid and extracted with THF/toluene. The organic phase is dried over sodium sulfate and evaporated. The residue is chromatographed on silica gel with toluene. Yield 0.55 g (50%); melting point 230°-235° C.